This data is from the Open Reaction Database (ORD), a public repository of structured organic reaction records. The task is: describe an organic reaction: reactants, conditions, products, and yield The reactants are [C+4], CN1CCN(C2CCN(C(=O)Nc3cc(Oc4ccc([N+](=O)[O-])cc4F)ncn3)CC2)CC1, C1CCOC1, [OH-], [OH-], [OH-], [OH-], [OH-], [OH-], [Pd+2]. Product: CN1CCN(C2CCN(C(=O)Nc3cc(Oc4ccc(N)cc4F)ncn3)CC2)CC1. As a reaction SMILES: [C+4:39].[F:1][c:2]1[c:3]([O:4][c:5]2[n:6][cH:7][n:8][c:9]([NH:11][C:12](=[O:13])[N:14]3[CH2:15][CH2:16][CH:17]([N:20]4[CH2:21][CH2:22][N:23]([CH3:26])[CH2:24][CH2:25]4)[CH2:18][CH2:19]3)[cH:10]2)[cH:27][cH:28][c:29]([N+:31]([O-:32])=[O:33])[cH:30]1.[O:34]1[CH2:35][CH2:36][CH2:37][CH2:38]1.[OH-:40].[OH-:42].[OH-:43].[OH-:44].[OH-:45].[OH-:46].[Pd+2:41]>>[F:1][c:2]1[c:3]([O:4][c:5]2[n:6][cH:7][n:8][c:9]([NH:11][C:12](=[O:13])[N:14]3[CH2:15][CH2:16][CH:17]([N:20]4[CH2:21][CH2:22][N:23]([CH3:26])[CH2:24][CH2:25]4)[CH2:18][CH2:19]3)[cH:10]2)[cH:27][cH:28][c:29]([NH2:31])[cH:30]1. Reactants: C(#CCCCCCCCC)C1=CC=C(CNC2=CC3=C(OC(OC3=O)(C)C)C=C2)C=C1 (6-[(4-dec-1-ynylbenzyl)amino]-2,2-dimethyl-4H-1,3-benzodioxin-4-one), S1C(=CC=C1)CC(=O)Cl (thien-2-ylacetyl chloride). The product is C(#CCCCCCCCC)C1=CC=C(CN(C(CC=2SC=CC2)=O)C2=CC3=C(OC(OC3=O)(C)C)C=C2)C=C1 (N-(4-dec-1-ynylbenzyl)-N-(2,2-dimethyl-4-oxo-4H-1,3-benzodioxin-6-yl)-2-thien-2-ylacetamide). RXN SMILES: [C:1]([C:11]1[CH:31]=[CH:30][C:14]([CH2:15][NH:16][C:17]2[CH:29]=[CH:28][C:20]3[O:21][C:22]([CH3:27])([CH3:26])[O:23][C:24](=[O:25])[C:19]=3[CH:18]=2)=[CH:13][CH:12]=1)#[C:2][CH2:3][CH2:4][CH2:5][CH2:6][CH2:7][CH2:8][CH2:9][CH3:10].[S:32]1[CH:36]=[CH:35][CH:34]=[C:33]1[CH2:37][C:38](Cl)=[O:39]>>[C:1]([C:11]1[CH:31]=[CH:30][C:14]([CH2:15][N:16]([C:17]2[CH:29]=[CH:28][C:20]3[O:21][C:22]([CH3:26])([CH3:27])[O:23][C:24](=[O:25])[C:19]=3[CH:18]=2)[C:38](=[O:39])[CH2:37][C:33]2[S:32][CH:36]=[CH:35][CH:34]=2)=[CH:13][CH:12]=1)#[C:2][CH2:3][CH2:4][CH2:5][CH2:6][CH2:7][CH2:8][CH2:9][CH3:10]. Procedure details: The title compound was prepared following the procedure E using 6-[(4-dec-1-ynylbenzyl)amino]-2,2-dimethyl-4H-1,3-benzodioxin-4-one and thien-2-ylacetyl chloride. HPLC, Rt: 6.1 min (purity: 82.6%). The reactants are O=C(Cl)Cc1ccc(Br)cc1, O=C(Cl)C(Br)c1ccccc1, COc1cccc(CCNc2ccccc2)c1, CCOC(C)=O, O=C(Cl)C(=O)Cl, ClCCl, O. Product: COc1cccc(CCN(C(=O)Cc2ccc(Br)cc2)c2ccccc2)c1. As a reaction SMILES: [Br:18][c:19]1[cH:20][cH:21][c:22]([CH2:25][C:26](=[O:27])[Cl:28])[cH:23][cH:24]1.[Br:29][CH:30]([c:31]1[cH:32][cH:33][cH:34][cH:35][cH:36]1)[C:37]([Cl:38])=[O:39].[CH3:1][O:2][c:3]1[cH:4][c:5]([CH2:9][CH2:10][NH:11][c:12]2[cH:13][cH:14][cH:15][cH:16][cH:17]2)[cH:6][cH:7][cH:8]1.[CH3:46][CH2:47][O:48][C:49](=[O:50])[CH3:51].[Cl:40][C:41]([C:42]([Cl:43])=[O:44])=[O:45].[Cl:52][CH2:53][Cl:54].[OH2:55]>>[CH3:1][O:2][c:3]1[cH:4][c:5]([CH2:9][CH2:10][N:11]([c:12]2[cH:13][cH:14][cH:15][cH:16][cH:17]2)[C:26]([CH2:25][c:22]2[cH:21][cH:20][c:19]([Br:18])[cH:24][cH:23]2)=[O:27])[cH:6][cH:7][cH:8]1. Procedure details: 4-Methoxybenzaldehyde (1.22 ml, 10 mmol) and p-toluenesulphonamide (1.71 g, 10 mmol) were refluxed in toluene (70 ml) for 5 minutes using a Dean and Stark apparatus. Reflux was maintained while BF3 (C2 H5)2O (0.05 ml, 0.4 mmol) was added via a syringe. The reaction mixture was maintained at reflux for 12 hours before being allowed to cool to room temperature whereby the title compound precipitated from the toluene. Filtration followed by recrystallisation from dichloromethane-petrol yielded N-(4... The product is COC1=CC=C(C=C1)[C@@H]1N([C@H]1C1=CC=CC=C1)S(=O)(=O)C1=CC=C(C=C1)C (Trans-2-(4-Methoxyphenyl)-3-phenyl-1-(4-methylphenylsulphonyl)aziridine). Reaction SMILES: [CH3:1][O:2][C:3]1[CH:10]=[CH:9][C:6]([CH:7]=O)=[CH:5][CH:4]=1.[C:11]1([CH3:21])[CH:16]=[CH:15][C:14]([S:17]([NH2:20])(=[O:19])=[O:18])=[CH:13][CH:12]=1.B(F)(F)F>C1(C)C=CC=CC=1>[CH3:1][O:2][C:3]1[CH:10]=[CH:9][C:6]([C@H:7]2[C@H:7]([C:6]3[CH:9]=[CH:10][CH:3]=[CH:4][CH:5]=3)[N:20]2[S:17]([C:14]2[CH:13]=[CH:12][C:11]([CH3:21])=[CH:16][CH:15]=2)(=[O:18])=[O:19])=[CH:5][CH:4]=1. The solvent is C1(=CC=CC=C1)C (toluene). Reactants: COC1=CC=C(C=O)C=C1 (4-Methoxybenzaldehyde), C1(=CC=C(C=C1)S(=O)(=O)N)C (p-toluenesulphonamide), B(F)(F)F (BF3), C2. Procedure: Into a mixture of 87 gm of isobutyric acid amide and 82 gm of phosphorous acid, hydrogen chloride gas was introduced for 8 hours. During this time the mixture was stirred and the temperature was held at 155° -160° C. By further processing of the reaction mixture analogously to Example 1, the 1-amino-2-methylpropane-1,1 -diphosphonic acid was isolated and purified. The yield was 8 gm. Product: NC(C(C)C)(P(O)(=O)O)P(O)(=O)O (1-amino-2-methylpropane-1,1 -diphosphonic acid). Reactants: C(C(C)C)(=O)N (isobutyric acid amide), P(O)(O)O (phosphorous acid), Cl (hydrogen chloride). RXN SMILES: [C:1]([NH2:6])(=O)[CH:2]([CH3:4])[CH3:3].[P:7]([OH:10])([OH:9])[OH:8].Cl>>[NH2:6][C:1]([P:7]([OH:10])(=[O:8])[OH:9])([P:7]([OH:10])(=[O:9])[OH:8])[CH:2]([CH3:4])[CH3:3]. The reactants are CC(C)C[Al+]CC(C)C, ClCCl, CCOC(=O)c1c(-c2ccccc2)ccnc1C, [H-]. Product: Cc1nccc(-c2ccccc2)c1CO. Reaction SMILES: [CH2:20]([Al+:21][CH2:22][CH:23]([CH3:24])[CH3:25])[CH:26]([CH3:27])[CH3:28].[CH2:29]([Cl:30])[Cl:31].[CH3:1][c:2]1[n:3][cH:4][cH:5][c:6](-[c:13]2[cH:14][cH:15][cH:16][cH:17][cH:18]2)[c:7]1[C:8](=[O:9])[O:10][CH2:11][CH3:12].[H-:19]>>[CH3:1][c:2]1[n:3][cH:4][cH:5][c:6](-[c:13]2[cH:14][cH:15][cH:16][cH:17][cH:18]2)[c:7]1[CH2:8][OH:9]. The reactants are [H-].[Na+] (NaH), [Si](C)(C)(C(C)(C)C)OCCO (2-((tert-butyldimethylsilyl)oxy)ethanol), ClC1=CC2=C(C(=N1)C=1C(=NC=C(C1)Cl)F)N(C(=N2)N2[C@H]1[C@H](OCC2)CCC1)C[C@@H]1CC[C@H](CC1)C (6-chloro-4-(5-chloro-2-fluoropyridin-3-yl)-2-[(trans)-hexahydrocyclopenta[b][1,4]oxazin-4(4aH)-yl]-3-[(trans-4-methylcyclohexyl)methyl]-3H-imidazo[4,5-c]pyridine). Solvent: CN(C)C=O (DMF). Conditions: temperature 0 celsius, time 30 minute. Product: [Si](C)(C)(C(C)(C)C)OCCOC1=NC=C(C=C1C1=NC(=CC2=C1N(C(=N2)N2[C@H]1[C@H](OCC2)CCC1)C[C@@H]1CC[C@H](CC1)C)Cl)Cl (4-[2-(2-{[tert-butyl(dimethyl)silyl]oxy}ethoxy)-5-chloropyridin-3-yl]-6-chloro-2-[(trans)-hexahydrocyclopenta[b][1,4]oxazin-4(4aH)-yl]-3-[(trans-4-methylcyclohexyl)methyl]-3H-imidazo[4,5-c]pyridine). Reaction SMILES: [H-].[Na+].[Si:3]([O:10][CH2:11][CH2:12][OH:13])([C:6]([CH3:9])([CH3:8])[CH3:7])([CH3:5])[CH3:4].[Cl:14][C:15]1[N:20]=[C:19]([C:21]2[C:22](F)=[N:23][CH:24]=[C:25]([Cl:27])[CH:26]=2)[C:18]2[N:29]([CH2:41][C@H:42]3[CH2:47][CH2:46][C@H:45]([CH3:48])[CH2:44][CH2:43]3)[C:30]([N:32]3[CH2:37][CH2:36][O:35][C@@H:34]4[CH2:38][CH2:39][CH2:40][C@@H:33]34)=[N:31][C:17]=2[CH:16]=1>CN(C=O)C>[Si:3]([O:10][CH2:11][CH2:12][O:13][C:22]1[C:21]([C:19]2[C:18]3[N:29]([CH2:41][C@H:42]4[CH2:47][CH2:46][C@H:45]([CH3:48])[CH2:44][CH2:43]4)[C:30]([N:32]4[CH2:37][CH2:36][O:35][C@@H:34]5[CH2:38][CH2:39][CH2:40][C@@H:33]45)=[N:31][C:17]=3[CH:16]=[C:15]([Cl:14])[N:20]=2)=[CH:26][C:25]([Cl:27])=[CH:24][N:23]=1)([C:6]([CH3:8])([CH3:9])[CH3:7])([CH3:5])[CH3:4] |f:0.1|. Procedure: NaH (24 mg, 0.6 mmol) was added to solution of 2-((tert-butyldimethylsilyl)oxy)ethanol (70 mg, 0.4 mmol) in DMF (1.0 mL) at 0° C., and the reaction was stirred at 0° C. for 30 minutes. A solution of 6-chloro-4-(5-chloro-2-fluoropyridin-3-yl)-2-[(trans)-hexahydrocyclopenta[b][1,4]oxazin-4(4aH)-yl]-3-[(trans-4-methylcyclohexyl)methyl]-3H-imidazo[4,5-c]pyridine (racemic, Example 18.1, Step 1; 100 mg, 0.2 mmol) was added, and the reaction was stirred at 0° C. for 30 minutes. The reaction was quenche...